This data is from the Open Reaction Database (ORD), a public repository of structured organic reaction records. The task is: describe an organic reaction: reactants, conditions, products, and yield Reactants: C=O (formaline), P(OCC)(OCC)[O-] (diethyl phosphite), Cl (hydrochloric acid), [OH-].[Na+] (sodium hydroxide), NCC(=O)O (glycine). Solvent: O (water). Run at time 10 minute. Product: P(=O)(O)(O)CNCC(=O)O (N-phosphonomethyl-glycine). Isolated yield 65.0%. As a reaction SMILES: [CH2:1]=O.[OH-].[Na+].[NH2:5][CH2:6][C:7]([OH:9])=[O:8].[P:10]([O-:17])([O:14]CC)[O:11]CC.Cl>O>[P:10]([CH2:1][NH:5][CH2:6][C:7]([OH:9])=[O:8])([OH:17])([OH:14])=[O:11] |f:1.2|. Procedure: 8.6 g. of 37% formaline (= 0.1 moles of formaldehyde) are added to a stirred solution of 4.0 g. (0.1 moles) of sodium hydroxide and 7.5 g. (0.1 moles) of glycine in 40 ml. of water. After 10 minutes of stirring at 0° to 5° C, 13.8 g. (0.1 moles) of diethyl phosphite are added, and stirring is continued for 2 hours at 90° to 100° C. The mixture is acidified with 60 ml. of concentrated hydrochloric acid, and stirred further for 2 hours at 90° to 100° C. The obtained solution is evaporated to dryne...